Dataset: the Open Reaction Database (ORD), a public repository of structured organic reaction records. Task: describe an organic reaction: reactants, conditions, products, and yield Starting materials: COC1=CC=C2CCC(C(C2=C1)(C)C)=O (7-Methoxy-1,1-dimethyl-3,4-dihydro-1H-naphthalen-2-one), COC=1C=C2CCC(CC2=CC1)=O (6-methoxy-3,4-dihydro-1H-naphthalen-2-one), IC (iodomethane). Product: COC=1C=C2CCC(C(C2=CC1)(C)C)=O (6-Methoxy-1,1-dimethyl-3,4-dihydro-1H-naphthalen-2-one). RXN SMILES: CO[C:3]1[CH:12]=[C:11]2[C:6]([CH2:7][CH2:8][C:9](=[O:15])[C:10]2([CH3:14])[CH3:13])=[CH:5][CH:4]=1.[CH3:16][O:17]C1C=C2C(=CC=1)CC(=O)CC2.IC>>[CH3:16][O:17][C:4]1[CH:5]=[C:6]2[C:11](=[CH:12][CH:3]=1)[C:10]([CH3:13])([CH3:14])[C:9](=[O:15])[CH2:8][CH2:7]2. Procedure details: Under the same conditions as the method for synthesizing Compound A2, the title compound was prepared from 6-methoxy-3,4-dihydro-1H-naphthalen-2-one and iodomethane. Reactants: BrCC=C(C(C)C)C(C)C (1-bromo-3-isopropyl-4-methyl-2-pentene), C1(=CC=CC=C1)S(=O)[O-].[Na+] (sodium phenyl sulfinate). Product: C(C)(C)C(=CCS(=O)(=O)C1=CC=CC=C1)C(C)C ((3-isopropyl-4-methyl-2-pentenyl)-phenyl sulfone). As a reaction SMILES: Br[CH2:2][CH:3]=[C:4]([CH:8]([CH3:10])[CH3:9])[CH:5]([CH3:7])[CH3:6].[C:11]1([S:17]([O-:19])=[O:18])[CH:16]=[CH:15][CH:14]=[CH:13][CH:12]=1.[Na+]>>[CH:5]([C:4]([CH:8]([CH3:10])[CH3:9])=[CH:3][CH2:2][S:17]([C:11]1[CH:16]=[CH:15][CH:14]=[CH:13][CH:12]=1)(=[O:19])=[O:18])([CH3:7])[CH3:6] |f:1.2|. Procedure details: Using the procedure of Example I, 1-bromo-3-isopropyl-4-methyl-2-pentene was reacted with sodium phenyl sulfinate to form (3-isopropyl-4-methyl-2-pentenyl)-phenyl sulfone having a melting point of 50° C which was then reacted with ethyl β,β-dimethylacrylate to form ethyl dl-trans 3,3-dimethyl-2-(2'-isopropyl-3'-methyl-1'-butenyl)-cyclopropanecarboxylate. The said ethyl ester was hydrolyzed under alkaline conditions to form dl-trans 3,3-dimethyl-2-(2'-isopropyl-3'-methyl-1'-butenyl)-cyclopropane ... Starting materials: ClCCl, CCOC(C)=O, Cc1nc2c(cc1CO)CCCCC2. Yields the product Cc1nc2c(cc1C=O)CCCCC2. RXN SMILES: [CH2:15]([Cl:16])[Cl:17].[CH3:18][CH2:19][O:20][C:21](=[O:22])[CH3:23].[OH:1][CH2:2][c:3]1[cH:4][c:5]2[c:6]([n:7][c:8]1[CH3:9])[CH2:10][CH2:11][CH2:12][CH2:13][CH2:14]2>>[O:1]=[CH:2][c:3]1[cH:4][c:5]2[c:6]([n:7][c:8]1[CH3:9])[CH2:10][CH2:11][CH2:12][CH2:13][CH2:14]2. As a reaction SMILES: [CH3:40][OH:41].[Cl:1][c:2]1[c:3]([S:9](=[O:10])(=[O:11])[NH:12][c:13]2[c:14]3[cH:15][c:16]([CH3:36])[nH:17][c:18]3[cH:19][cH:20][c:21]2[O:22][c:23]2[c:24]([O:34][CH3:35])[cH:25][c:26]([CH2:29][C:30](=[O:31])[O:32][CH3:33])[cH:27][cH:28]2)[cH:4][cH:5][c:6]([Cl:8])[cH:7]1.[ClH:39].[Li+:37].[OH-:38].[OH2:42]>>[Cl:1][c:2]1[c:3]([S:9](=[O:10])(=[O:11])[NH:12][c:13]2[c:14]3[cH:15][c:16]([CH3:36])[nH:17][c:18]3[cH:19][cH:20][c:21]2[O:22][c:23]2[c:24]([O:34][CH3:35])[cH:25][c:26]([CH2:29][C:30](=[O:31])[OH:32])[cH:27][cH:28]2)[cH:4][cH:5][c:6]([Cl:8])[cH:7]1. Starting materials: CO, COC(=O)Cc1ccc(Oc2ccc3[nH]c(C)cc3c2NS(=O)(=O)c2ccc(Cl)cc2Cl)c(OC)c1, Cl, [Li+], [OH-], O. Yields the product COc1cc(CC(=O)O)ccc1Oc1ccc2[nH]c(C)cc2c1NS(=O)(=O)c1ccc(Cl)cc1Cl.